This data is from the Open Reaction Database (ORD), a public repository of structured organic reaction records. The task is: describe an organic reaction: reactants, conditions, products, and yield The reactants are O=C(CC(C[N+](=O)[O-])(c1cc(Cl)cc(Cl)c1)C(F)(F)F)c1ccc(CN2C(=O)c3ccccc3C2=O)c(Br)c1, CCOC(C)=O, O=C[O-], [NH4+], C1CCOC1, O, [Zn]. Product: O=C1c2ccccc2C(=O)N1Cc1ccc(C2=NCC(c3cc(Cl)cc(Cl)c3)(C(F)(F)F)C2)cc1Br. Reaction SMILES: [Br:1][c:2]1[c:3]([CH2:28][N:29]2[C:30](=[O:39])[c:31]3[c:32]([cH:35][cH:36][cH:37][cH:38]3)[C:33]2=[O:34])[cH:4][cH:5][c:6]([C:8]([CH2:9][C:10]([C:11]([F:12])([F:13])[F:14])([CH2:15][N+:16]([O-:18])=[O:27])[c:19]2[cH:20][c:21]([Cl:26])[cH:22][c:23]([Cl:25])[cH:24]2)=[O:17])[cH:7]1.[CH3:44][CH2:45][O:46][C:47](=[O:48])[CH3:49].[CH:40]([O-:41])=[O:42].[NH4+:43].[O:51]1[CH2:52][CH2:53][CH2:54][CH2:55]1.[OH2:50].[Zn:56]>>[Br:1][c:2]1[c:3]([CH2:28][N:29]2[C:30](=[O:39])[c:31]3[c:32]([cH:35][cH:36][cH:37][cH:38]3)[C:33]2=[O:34])[cH:4][cH:5][c:6]([C:8]2=[N:16][CH2:15][C:10]([C:11]([F:12])([F:13])[F:14])([c:19]3[cH:20][c:21]([Cl:26])[cH:22][c:23]([Cl:25])[cH:24]3)[CH2:9]2)[cH:7]1. Reactants: CC(C(=O)OCC)C(=O)C(F)(F)F (Ethyl α-methyl-4,4,4-trifluoroacetoacetate), C(C)(=O)[O-].[NH4+] (ammonium acetate). Solvent: C(C)O (ethanol), O (water), O (water). The product is C(C)OC(C(=C(C(F)(F)F)N)C)=O (3-amino-4,4,4-trifluoro-2-methyl-but-2-enoic acid ethyl ester). Isolated yield 104.3%. Reaction SMILES: [CH3:1][CH:2]([C:8]([C:10]([F:13])([F:12])[F:11])=O)[C:3]([O:5][CH2:6][CH3:7])=[O:4].C([O-])(=O)C.[NH4+:18]>C(O)C.O>[CH2:6]([O:5][C:3](=[O:4])[C:2]([CH3:1])=[C:8]([NH2:18])[C:10]([F:13])([F:12])[F:11])[CH3:7] |f:1.2|. Procedure details: Ethyl α-methyl-4,4,4-trifluoroacetoacetate (24.5 g, 124 mmol) and ammonium acetate (28.6 g, 372 mmol) were dissolved in ethanol (50 ml) and water (2.5 ml). The solution was heated under reflux for 16 hours, allowed to cool to room temperature, diluted with water and extracted with ethyl acetate. The combined organic phases were dried over sodium sulfate and concentrated to give the product as a pale brown liquid (25.5 g, 100% yield) which was used without further purification.